From a dataset of the Open Reaction Database (ORD), a public repository of structured organic reaction records. describe an organic reaction: reactants, conditions, products, and yield Reactants: C(#N)C1=CC=C(C=C1)N1N=CC=C1C=1C(N(C(N(C1C)C=1C=C(C=CC1)CC(=O)O)=O)C)=O (3-[5-[1-(4-cyanophenyl)1H-pyrazol-5-yl]-3,6-dimethyl-2,4-dioxo-3,4-dihydropyrimidin-1(2H)yl]phenylacetic acid), benzotriazol-1-yl-oxytripyrrolidine phosphonium hexafluorophosphate, ON1N=NC2=C1N=CC=C2 (1-hydroxy-7-azabenzotriazole), C(C)N(CC)C(C)C (N,N-diethylisopropylamine), [Cl-].[NH4+] (ammonium chloride). Run in CN(C=O)C (N,N-dimethy formamide), C(C)(=O)OCC (ethyl acetate). The product is C(#N)C1=CC=C(C=C1)N1N=CC=C1C=1C(N(C(N(C1C)C=1C=C(C(=O)N)C=CC1)=O)C)=O (3-(5-(1-(4-cyanophenyl)-1H-pyrazol-5-yl)-3,6-dimethyl-2,4-dioxo-3,4-dihydropyrimidin-1(2H)-yl)benzamide). As a reaction SMILES: [C:1]([C:3]1[CH:8]=[CH:7][C:6]([N:9]2[C:13]([C:14]3[C:15](=[O:33])[N:16]([CH3:32])[C:17](=[O:31])[N:18]([C:21]4[CH:22]=[C:23](CC(O)=O)[CH:24]=[CH:25][CH:26]=4)[C:19]=3[CH3:20])=[CH:12][CH:11]=[N:10]2)=[CH:5][CH:4]=1)#[N:2].[OH:34]N1C2N=CC=CC=2N=N1.C([N:46]([CH:49](C)C)CC)C.[Cl-].[NH4+]>CN(C)C=O.C(OCC)(=O)C>[C:1]([C:3]1[CH:4]=[CH:5][C:6]([N:9]2[C:13]([C:14]3[C:15](=[O:33])[N:16]([CH3:32])[C:17](=[O:31])[N:18]([C:21]4[CH:22]=[C:23]([CH:24]=[CH:25][CH:26]=4)[C:49]([NH2:46])=[O:34])[C:19]=3[CH3:20])=[CH:12][CH:11]=[N:10]2)=[CH:7][CH:8]=1)#[N:2] |f:3.4|. Procedure: A solution of 3-[5-[1-(4-cyanophenyl)1H-pyrazol-5-yl]-3,6-dimethyl-2,4-dioxo-3,4-dihydropyrimidin-1(2H)yl]phenylacetic acid (prepared in Example 103), benzotriazol-1-yl-oxytripyrrolidine phosphonium hexafluorophosphate (30.8 mg), 1-hydroxy-7-azabenzotriazole (8.6 mg) and N,N-diethylisopropylamine (76 μl) in N,N-dimethy formamide (0.7 ml) was stirred at room temperature for thirty minutes. Thereto was added ammonium chloride (15.7 mg) and the resulting mixture was stirred at room temperature for ... RXN SMILES: [CH3:38][CH2:39][O:40][CH2:41][CH3:42].[Cl-:1].[ClH:37].[F:5][C:6]1([F:36])[C:7]2=[CH:8][CH2:9][CH:10]3[CH:11]4[CH2:12][CH2:13][CH:14]([O:32][CH:33]5[CH2:34][CH2:35]5)[C:15]4([CH3:16])[CH2:17][CH2:18][CH:19]3[C:20]2([CH3:31])[CH2:21][CH2:22][CH:23]1[O:24][CH:25]1[CH2:26][CH2:27][CH2:28][CH2:29][O:30]1.[I:2][CH2:3][I:4].[O:43]1[CH2:44][CH2:45][O:46][CH2:47][CH2:48]1.[Zn:49]>>[F:5][C:6]1([F:36])[C:7]2=[CH:8][CH2:9][CH:10]3[CH:11]4[CH2:12][CH2:13][CH:14]([O:32][CH:33]5[CH2:34][CH2:35]5)[C:15]4([CH3:16])[CH2:17][CH2:18][CH:19]3[C:20]2([CH3:31])[CH2:21][CH2:22][CH:23]1[OH:24]. Starting materials: CCOCC, [Cl-], Cl, CC12CCC(OC3CCCCO3)C(F)(F)C1=CCC1C2CCC2(C)C(OC3CC3)CCC12, ICI, C1COCCO1, [Zn]. The product is CC12CCC(O)C(F)(F)C1=CCC1C2CCC2(C)C(OC3CC3)CCC12.